Dataset: the Open Reaction Database (ORD), a public repository of structured organic reaction records. Task: describe an organic reaction: reactants, conditions, products, and yield RXN SMILES: [NH2:1][CH2:2][C@@H:3]([N:5]1[CH:9]=[CH:8][C:7]([C:10]2[CH:17]=[CH:16][C:13]([C:14]#[N:15])=[C:12]([Cl:18])[C:11]=2[CH3:19])=[N:6]1)[CH3:4].[C:20]([C:23]1[O:24][CH:25]=[C:26]([C:28](O)=[O:29])[N:27]=1)(=[O:22])[CH3:21]>>[C:20]([C:23]1[O:24][CH:25]=[C:26]([C:28]([NH:1][CH2:2][C@@H:3]([N:5]2[CH:9]=[CH:8][C:7]([C:10]3[CH:17]=[CH:16][C:13]([C:14]#[N:15])=[C:12]([Cl:18])[C:11]=3[CH3:19])=[N:6]2)[CH3:4])=[O:29])[N:27]=1)(=[O:22])[CH3:21]. The yield is 33.4%. Product: C(C)(=O)C=1OC=C(N1)C(=O)NC[C@H](C)N1N=C(C=C1)C1=C(C(=C(C=C1)C#N)Cl)C ((S)-2-acetyl-N-(2-(3-(3-chloro-4-cyano-2-methylphenyl)-1H-pyrazol-1-yl)-propyl)oxazole-4-carboxamide). Reported procedure: (S)-2-acetyl-N-(2-(3-(3-chloro-4-cyano-2-methylphenyl)-1H-pyrazol-1-yl)-propyl)oxazole-4-carboxamide was prepared using the method of Example 34(d) starting from ((S)-4-(1-(1-aminopropan-2-yl)-1H-pyrazol-3-yl)-2-chloro-3-methylbenzonitrile (549 mg, 2.00 mmol) and 2-acetyloxazole-4-carboxylic acid (372 mg, 2.40 mmol). The product was purified by Flash-chromatography. Yield 33.4%. 1H-NMR (400 MHz; CDCl3): δ 1.63 (d, 3H), 2.58 (d, 3H), 2.60 (s, 3H), 3.78-3.98 (m, 2H), 4.60-4.71 (m, 1H), 6.44 (d, 1H... Starting materials: NC[C@H](C)N1N=C(C=C1)C1=C(C(=C(C#N)C=C1)Cl)C ((S)-4-(1-(1-aminopropan-2-yl)-1H-pyrazol-3-yl)-2-chloro-3-methylbenzonitrile), C(C)(=O)C=1OC=C(N1)C(=O)O (2-acetyloxazole-4-carboxylic acid). Starting materials: BrC=1C=CC(=C(C(=O)N(CC)CC)C1)OC=1C(=NC=CC1)F (5-bromo-N,N-diethyl-2-(2-fluoropyridin-3-yloxy)benzamide), C(=O)(N)N.OO (urea peroxide), FC(C(=O)OC(C(F)(F)F)=O)(F)F (trifluoroacetic anhydride). Run in C(Cl)Cl (DCM). Conditions: time 8 hour. Yields the product BrC1=CC(=C(OC=2C(=[N+](C=CC2)[O-])F)C=C1)C(N(CC)CC)=O (3-(4-bromo-2-(diethylcarbamoyl)phenoxy)-2-fluoropyridine 1-oxide). RXN SMILES: [Br:1][C:2]1[CH:3]=[CH:4][C:5]([O:15][C:16]2[C:17]([F:22])=[N:18][CH:19]=[CH:20][CH:21]=2)=[C:6]([CH:14]=1)[C:7]([N:9]([CH2:12][CH3:13])[CH2:10][CH3:11])=[O:8].C(N)(N)=[O:24].OO.FC(F)(F)C(OC(=O)C(F)(F)F)=O>C(Cl)Cl>[Br:1][C:2]1[CH:3]=[CH:4][C:5]([O:15][C:16]2[C:17]([F:22])=[N+:18]([O-:24])[CH:19]=[CH:20][CH:21]=2)=[C:6]([C:7](=[O:8])[N:9]([CH2:12][CH3:13])[CH2:10][CH3:11])[CH:14]=1 |f:1.2|. Procedure details: To a solution of 5-bromo-N,N-diethyl-2-(2-fluoropyridin-3-yloxy)benzamide (1.4 g, 3.81 mmol) and urea peroxide (1.076 g, 11.44 mmol) in 10 mL of DCM at 0 C was added dropwise trifluoroacetic anhydride (1.601 mL, 11.44 mmol) and the resulting reaction was stirred overnight. LCMS showed only less than 50% of desired conversion. The mixture was evaporated to dryness, quenched with Sat. NaHCO3, extracted with EA, dried over Na2SO4, filtered and evaporated to dryness. CC (DCM to DCM/EA=3:1 to DCM/MeO...